From a dataset of the Open Reaction Database (ORD), a public repository of structured organic reaction records. describe an organic reaction: reactants, conditions, products, and yield Reactants: CC1=C(C=CC(=C1)C(=O)N1CC=2N(CC3=C1C=CC=C3)C(=CC2)C(=O)O)C2=C(C=CC=C2)C(F)(F)F (10-[(2-Methyl-2′-trifluoromethyl-[1,1′-biphenyl]-4-yl)carbonyl]-10,11-dihydro-5H-pyrrolo[2,1-c][1,4]benzodiazepine-3-carboxylic acid), COC(C)N1CCNCC1 (1-methoxyethylpiperazine), ON1N=NC2=C1C=CC=C2 (1-hydroxybenzotriazole), Cl.CN(CCCN=C=NCC)C (1-[3-(dimethylamino)propyl]-3-ethyl carbodiimide hydrochloride), C(C)(C)N(C(C)C)CC (N,N-diisopropylethyl amine). Solvent: CN(C=O)C (N,N-dimethylformamide), C(C)(=O)OCC (ethyl acetate). Run at time 8 hour. Yields the product CC1=C(C=CC(=C1)C(=O)N1CC=2N(CC3=C1C=CC=C3)C(=CC2)C(=O)N2CCN(CC2)CCOC)C2=C(C=CC=C2)C(F)(F)F (Methyl 2-{4-[(10-{[2-methyl-2′-trifluoromethyl-[1,1′-biphenyl]-4-yl]carbonyl}-10,11-dihydro-5H-pyrrolo[2,1-c][1,4]benzodiazepin-3-yl)carbonyl]piperazin-1-yl}ethyl ether). Yield: 50.9%. As a reaction SMILES: [CH3:1][C:2]1[CH:7]=[C:6]([C:8]([N:10]2[C:16]3[CH:17]=[CH:18][CH:19]=[CH:20][C:15]=3[CH2:14][N:13]3[C:21]([C:24]([OH:26])=O)=[CH:22][CH:23]=[C:12]3[CH2:11]2)=[O:9])[CH:5]=[CH:4][C:3]=1[C:27]1[CH:32]=[CH:31][CH:30]=[CH:29][C:28]=1[C:33]([F:36])([F:35])[F:34].[CH3:37][O:38][CH:39](N1CCNCC1)[CH3:40].O[N:48]1[C:52]2C=CC=C[C:51]=2[N:50]=N1.Cl.CN(C)[CH2:60][CH2:61]CN=C=NCC.C(N(CC)C(C)C)(C)C>CN(C)C=O.C(OCC)(=O)C>[CH3:1][C:2]1[CH:7]=[C:6]([C:8]([N:10]2[C:16]3[CH:17]=[CH:18][CH:19]=[CH:20][C:15]=3[CH2:14][N:13]3[C:21]([C:24]([N:50]4[CH2:51][CH2:52][N:48]([CH2:40][CH2:39][O:38][CH3:37])[CH2:61][CH2:60]4)=[O:26])=[CH:22][CH:23]=[C:12]3[CH2:11]2)=[O:9])[CH:5]=[CH:4][C:3]=1[C:27]1[CH:32]=[CH:31][CH:30]=[CH:29][C:28]=1[C:33]([F:35])([F:34])[F:36] |f:3.4|. Procedure: To a solution of 10-[(2-methyl-2′-trifluoromethyl-[1,1′-biphenyl]-4-yl)carbonyl]-10,11-dihydro-5H-pyrrolo[2,1-c][1,4]benzodiazepine-3-carboxylic acid of Example 1, Step F (0.50 g, 1.02 mmol) and 1-methoxyethylpiperazine (0.18 mL, 1.25 mmol) in N,N-dimethylformamide (4 mL) was added 1-hydroxybenzotriazole (0.15 g, 1.11 mmol) and 1-[3-(dimethylamino)propyl]-3-ethyl carbodiimide hydrochloride (0.22 g, 1.15 mmol) followed by N,N-diisopropylethyl amine (0.27 mL, 1.55 mmol). The reaction mixture was s... The reactants are 40b, CI (Methyl iodide), [N+](=O)([O-])C1=CC=C(CNC[C@@H]2OCCC2)C=C1 ((4-nitro-benzyl)-[(2R)-tetrahydro-furan-2-ylmethyl]-amine), 40b, C([O-])([O-])=O.[K+].[K+] (potassium carbonate), Compound 150a. Solvent: O (water), CN(C)C=O (DMF). Conditions: time 4 hour. Yields the product CN(C[C@@H]1OCCC1)CC1=CC=C(C=C1)N (4-({methyl-[(2R)-tetrahydro-furan-2-ylmethyl]-amino}-methyl)-phenylamine), 150b. As a reaction SMILES: CI.[N+:3]([C:6]1[CH:19]=[CH:18][C:9]([CH2:10][NH:11][CH2:12][C@H:13]2[CH2:17][CH2:16][CH2:15][O:14]2)=[CH:8][CH:7]=1)([O-])=O.[C:20](=O)([O-])[O-].[K+].[K+]>CN(C=O)C.O>[CH3:20][N:11]([CH2:10][C:9]1[CH:18]=[CH:19][C:6]([NH2:3])=[CH:7][CH:8]=1)[CH2:12][C@H:13]1[CH2:17][CH2:16][CH2:15][O:14]1 |f:2.3.4|. Procedure details: Methyl iodide (0.728 mL, 11.7 mmol) was added to (4-nitro-benzyl)-[(2R)-tetrahydro-furan-2-ylmethyl]-amine Compound 40b (1.84 g, 7.80 mmol) and potassium carbonate (3.23 g, 23.4 mmol) in DMF (30 mL). After 4 hrs, the reaction is was diluted with water and extracted with ethyl ether. The combined extracts are were washed with water, dried over MgSO4, and evaporated to prepare 1.43 g of methyl-(4-nitro-benzyl)-[(2R)-tetrahydro-furan-2-ylmethyl]-amine Compound 150a. Using the procedure of Example 4...